From a dataset of the Open Reaction Database (ORD), a public repository of structured organic reaction records. describe an organic reaction: reactants, conditions, products, and yield Starting materials: CO, CCOC(C)=O, CCCCC(C)CC(O)C=CC1C(OC2CCCCO2)CC(Cl)C1CC=CCCCC(=O)OC. Yields the product CCCCC(C)CC(O)C=CC1C(O)CC(Cl)C1CC=CCCCC(=O)OC. As a reaction SMILES: [CH3:35][OH:36].[CH3:37][CH2:38][O:39][C:40](=[O:41])[CH3:42].[Cl:1][CH:2]1[CH2:3][CH:4]([O:28][CH:29]2[CH2:30][CH2:31][CH2:32][CH2:33][O:34]2)[CH:5]([CH:17]=[CH:18][CH:19]([CH2:20][CH:21]([CH2:22][CH2:23][CH2:24][CH3:25])[CH3:26])[OH:27])[CH:6]1[CH2:7][CH:8]=[CH:9][CH2:10][CH2:11][CH2:12][C:13](=[O:14])[O:15][CH3:16]>>[Cl:1][CH:2]1[CH2:3][CH:4]([OH:28])[CH:5]([CH:17]=[CH:18][CH:19]([CH2:20][CH:21]([CH2:22][CH2:23][CH2:24][CH3:25])[CH3:26])[OH:27])[CH:6]1[CH2:7][CH:8]=[CH:9][CH2:10][CH2:11][CH2:12][C:13](=[O:14])[O:15][CH3:16].